From a dataset of the Open Reaction Database (ORD), a public repository of structured organic reaction records. describe an organic reaction: reactants, conditions, products, and yield Reactants: CC(C)Cn1c(CN(C(=O)[O-])C(C)(C)C)c(-c2cccs2)c2cc(O)ccc2c1=O, CCOC(C)=O, Cl. The product is Cl, CC(C)Cn1c(CN)c(-c2cccs2)c2cc(O)ccc2c1=O. Reaction SMILES: [C:1]([N:5]([C:2](=[O:3])[O-:4])[CH2:9][c:10]1[n:11]([CH2:27][CH:28]([CH3:29])[CH3:30])[c:12](=[O:26])[c:13]2[cH:14][cH:15][c:16]([OH:25])[cH:17][c:18]2[c:19]1-[c:20]1[s:21][cH:22][cH:23][cH:24]1)([CH3:6])([CH3:7])[CH3:8].[CH3:32][CH2:33][O:34][C:35](=[O:36])[CH3:37].[ClH:31]>>[ClH:31].[NH2:5][CH2:9][c:10]1[n:11]([CH2:27][CH:28]([CH3:29])[CH3:30])[c:12](=[O:26])[c:13]2[cH:14][cH:15][c:16]([OH:25])[cH:17][c:18]2[c:19]1-[c:20]1[s:21][cH:22][cH:23][cH:24]1. Starting materials: FC(C(=O)O)(F)F (Trifluoroacetic acid), C(C)(C)(C)OC(=O)CON=C(C(=O)NC1[C@@H]2N(C(=CCS2)C(=O)O)C1=O)C=1N=CSC1 (7-[2-t-butoxycarbonylmethoxyimino-2-(4-thiazolyl)acetamido]-3-cephem-4-carboxylic acid), C(C)(C)OC(C)C (diisopropyl ether), CCCCCC (n-hexane). The solvent is C(Cl)Cl (methylene chloride), C1(=CC=CC=C1)OC (anisole). Reaction conditions: time 1.5 hour. Product: C(=O)(O)CON=C(C(=O)NC1[C@@H]2N(C(=CCS2)C(=O)O)C1=O)C=1N=CSC1 (7-[2-carboxymethoxyimino-2-(4-thiazolyl)acetamido]-3-cephem-4-carboxylic acid). Isolated yield 87.4%. As a reaction SMILES: FC(F)(F)C(O)=O.C([O:12][C:13]([CH2:15][O:16][N:17]=[C:18]([C:34]1[N:35]=[CH:36][S:37][CH:38]=1)[C:19]([NH:21][CH:22]1[C:32](=[O:33])[N:24]2[C:25]([C:29]([OH:31])=[O:30])=[CH:26][CH2:27][S:28][C@H:23]12)=[O:20])=[O:14])(C)(C)C.C(OC(C)C)(C)C.CCCCCC>C(Cl)Cl.C1(OC)C=CC=CC=1>[C:13]([CH2:15][O:16][N:17]=[C:18]([C:34]1[N:35]=[CH:36][S:37][CH:38]=1)[C:19]([NH:21][CH:22]1[C:32](=[O:33])[N:24]2[C:25]([C:29]([OH:31])=[O:30])=[CH:26][CH2:27][S:28][C@H:23]12)=[O:20])([OH:14])=[O:12]. Procedure details: Trifluoroacetic acid (5.2 ml) was added to a suspension of 7-[2-t-butoxycarbonylmethoxyimino-2-(4-thiazolyl)acetamido]-3-cephem-4-carboxylic acid (syn isomer) (1.3 g) in methylene chloride (2 ml) and anisole (1.3 ml) at ambient temperature and the mixture was stirred for 1.5 hours at the same temperature. To the resulting solution was added diisopropyl ether (40 ml) and n-hexane (30 ml) under stirring. The precipitates were collected by filtration, washed with solution of diisopropyl ether and n...